From a dataset of the Open Reaction Database (ORD), a public repository of structured organic reaction records. describe an organic reaction: reactants, conditions, products, and yield RXN SMILES: [CH3:1][O:2][C:3]1[CH:8]=[CH:7][CH:6]=[C:5]([NH2:9])[CH:4]=1.[N+:10]([C:13]1[CH:21]=[CH:20][CH:19]=[CH:18][C:14]=1[C:15](O)=[O:16])([O-:12])=[O:11]>>[N+:10]([C:13]1[CH:21]=[CH:20][CH:19]=[CH:18][C:14]=1[C:15]([NH:9][C:5]1[CH:6]=[CH:7][CH:8]=[C:3]([O:2][CH3:1])[CH:4]=1)=[O:16])([O-:12])=[O:11]. Yield: 85.0%. Starting materials: COC1=CC(=CC=C1)N (m-anisidine), [N+](=O)([O-])C1=C(C(=O)O)C=CC=C1 (2-nitrobenzoic acid). Yields the product [N+](=O)([O-])C1=C(C(=O)NC2=CC(=CC=C2)OC)C=CC=C1 (2-Nitro-N-(3-methoxyphenyl)benzamide). Procedure: Using m-anisidine (2.03 g, 16.5 mmol) and 2-nitrobenzoic acid (2.51 g, 15.0 mmol), the procedure of Reference Example 16 was repeated to obtain 3.47 g (84.9%) of the title compound in the form of light yellow needle crystals.